From a dataset of the Open Reaction Database (ORD), a public repository of structured organic reaction records. describe an organic reaction: reactants, conditions, products, and yield The reactants are COC(C1=C(C=CC=C1)Br)C1=CC=CC=C1 (2-bromobenzhydryl methyl ether), O1CCCC1 (tetrahydrofuran), CN1CCC(CC1)=O (1-methyl-4-piperidone), O1CCCC1 (tetrahydrofuran), C(CCC)[Li] (n-butyllithium). Solvent: O (water), CCCCCC (hexane), CCCCCC (hexane). Run at time 2 hour. Product: CN1CCC2(CC1)OC(C1=CC=CC=C12)C1=CC=CC=C1 (1,3-dihydro-1'-methyl-3-phenylspiro[isobenzofuran-1,4'-piperidine]). As a reaction SMILES: [CH3:1][O:2][CH:3]([C:11]1[CH:16]=[CH:15][CH:14]=[CH:13][CH:12]=1)[C:4]1[CH:9]=[CH:8][CH:7]=[CH:6][C:5]=1Br.O1CCCC1.C([Li])CCC.[CH3:27][N:28]1[CH2:33][CH2:32]C(=O)[CH2:30][CH2:29]1>CCCCCC.O>[CH3:27][N:28]1[CH2:33][CH2:32][C:1]2([C:9]3[C:4](=[CH:5][CH:6]=[CH:7][CH:8]=3)[CH:3]([C:11]3[CH:16]=[CH:15][CH:14]=[CH:13][CH:12]=3)[O:2]2)[CH2:30][CH2:29]1. Procedure details: To a cold (-60°) stirred solution of 2-bromobenzhydryl methyl ether in 38 ml. of tetrahydrofuran and 14 ml. of hexane is slowly added 53 ml. of 2.1 M n-butyllithium in hexane. After 2 hours, a solution of 10.7 g. of 1-methyl-4-piperidone in 15 ml. of tetrahydrofuran is added dropwise, and the suspension is stirred at -60° for 3 hours and at room temperature for 15 hours. Ice and water are added and the mixture is extracted with chloroform. The chloroform solution is dried over sodium sulfate and... Starting materials: C(#N)C1=CC(=C(C=C1)C=1C=NN(C1O)C1=NC=C(C(=O)O)C=C1)C (6-(4-(4-cyano-2-methylphenyl)-5-hydroxy-1H-pyrazol-1-yl)nicotinic acid), C(C)N1CCNCC1 (1-ethylpiperazine), Cl (hydrochloric acid), C1=CN(C=N1)C(=O)N2C=CN=C2 (CDI), C1=CN(C=N1)C(=O)N2C=CN=C2 (CDI). The reagents and catalysts are CN(C)C=1C=CN=CC1 (DMAP). Run in O (water), C1CCOC1 (THF), CS(=O)C (DMSO), O (water), CS(=O)C (DMSO). Conditions: time 45 minute. The product is C(C)N1CCN(CC1)C(=O)C=1C=CC(=NC1)N1N=CC(=C1O)C1=C(C=C(C#N)C=C1)C (4-(1-(5-(4-ethylpiperazine-1-carbonyl)pyridin-2-yl)-5-hydroxy-1H-pyrazol-4-yl)-3-methylbenzonitrile). Yield: 90.0%. As a reaction SMILES: [C:1]([C:3]1[CH:8]=[CH:7][C:6]([C:9]2[CH:10]=[N:11][N:12]([C:15]3[CH:23]=[CH:22][C:18]([C:19](O)=[O:20])=[CH:17][N:16]=3)[C:13]=2[OH:14])=[C:5]([CH3:24])[CH:4]=1)#[N:2].C1N=CN(C(N2C=NC=C2)=O)C=1.[CH2:37]([N:39]1[CH2:44][CH2:43][NH:42][CH2:41][CH2:40]1)[CH3:38].Cl>C1COCC1.CN(C1C=CN=CC=1)C.CS(C)=O.O>[CH2:37]([N:39]1[CH2:44][CH2:43][N:42]([C:19]([C:18]2[CH:22]=[CH:23][C:15]([N:12]3[C:13]([OH:14])=[C:9]([C:6]4[CH:7]=[CH:8][C:3]([C:1]#[N:2])=[CH:4][C:5]=4[CH3:24])[CH:10]=[N:11]3)=[N:16][CH:17]=2)=[O:20])[CH2:41][CH2:40]1)[CH3:38]. Procedure: Combined 6-(4-(4-cyano-2-methylphenyl)-5-hydroxy-1H-pyrazol-1-yl)nicotinic acid (0.524 g, 1.636 mmol) in THF (3 mL) and added DMSO (1 mL) and DMAP (3.00 mg, 0.025 mmol) followed by a dropwise addition of a solution of CDI (0.292 g, 1.80 mmol) in DMSO (1 mL). The resulting clear solution was stirred at ambient temperature for 45 minutes and an additional portion of CDI (73.0 mg, 0.450 mmol) was added. The mixture was stirred for a total of 2 hours and 1-ethylpiperazine (0.270 mL, 2.127 mmol) was ...